This data is from the Open Reaction Database (ORD), a public repository of structured organic reaction records. The task is: describe an organic reaction: reactants, conditions, products, and yield RXN SMILES: C(=O)C1C=CC=CC=1.[CH:9](=[O:18])[C:10]1[CH:15]=[CH:14][C:13]([O:16][CH3:17])=[CH:12][CH:11]=1.[Cl:19][C:20]([CH:23]([OH:33])[C:24]1[CH:29]=[CH:28][CH:27]=[C:26]([N+]([O-])=O)[CH:25]=1)([Cl:22])[Cl:21]>>[Cl:19][C:20]([CH:23]([OH:33])[C:24]1[CH:25]=[CH:26][CH:27]=[CH:28][CH:29]=1)([Cl:21])[Cl:22].[Cl:19][C:20]([CH:9]([OH:18])[C:10]1[CH:15]=[CH:14][C:13]([O:16][CH3:17])=[CH:12][CH:11]=1)([Cl:22])[Cl:21]. Procedure: Following the procedure of Example I and substituting benzaldehyde, 4-anisaldehyde and other starting material compounds and substituting the reagents of Example II, there is obtained trichloromethylbenzyl alcohol, trichloromethyl-4-methoxybenzyl alcohol and the benzaldehyde corresponding to said starting material compound, respectively. The reactants are ClC(Cl)(Cl)C(C1=CC(=CC=C1)[N+](=O)[O-])O (trichloromethyl-3-nitrobenzyl alcohol), C(C1=CC=CC=C1)=O (benzaldehyde), C(C1=CC=C(C=C1)OC)=O (4-anisaldehyde). Product: ClC(Cl)(Cl)C(C1=CC=CC=C1)O (trichloromethylbenzyl alcohol), ClC(Cl)(Cl)C(C1=CC=C(C=C1)OC)O (trichloromethyl-4-methoxybenzyl alcohol). The solvent is ClCCCl (ClCH2—CH2Cl). Procedure: A mixture of (7-formyl-chroman-4-yl)-methyl-carbamic acid tert-butyl ester (554 mg, 1.90 mmol, 1.0 eq), piperidine (Aldrich, 195 mg, 2.28 mmol, 1.2 eq), NaBH(OAc)3 (Aldrich, 805 mg, 3.8 mmol, 2.0 eq) and glacial HOAc (J. T. Baker, 114 mg, 1.90 mmol, 1.0 eq) in ClCH2—CH2Cl (8 mL) was stirred at RT for 4 h. The reaction was quenched with saturated Na2CO3 (50 mL) The crude was extracted with CH2Cl2 (60 mL×3). The extract phase was washed with saturated NaCl, dried over Na2SO4, filtered and concentr... As a reaction SMILES: [C:1]([O:5][C:6](=[O:21])[N:7]([CH:9]1[C:18]2[C:13](=[CH:14][C:15]([CH:19]=O)=[CH:16][CH:17]=2)[O:12][CH2:11][CH2:10]1)[CH3:8])([CH3:4])([CH3:3])[CH3:2].[NH:22]1[CH2:27][CH2:26][CH2:25][CH2:24][CH2:23]1.[BH-](OC(C)=O)(OC(C)=O)OC(C)=O.[Na+].CC(O)=O>ClCCCl>[C:1]([O:5][C:6](=[O:21])[N:7]([CH3:8])[CH:9]1[C:18]2[C:13](=[CH:14][C:15]([CH2:19][N:22]3[CH2:27][CH2:26][CH2:25][CH2:24][CH2:23]3)=[CH:16][CH:17]=2)[O:12][CH2:11][CH2:10]1)([CH3:4])([CH3:3])[CH3:2] |f:2.3|. Yields the product C(C)(C)(C)OC(N(C1CCOC2=CC(=CC=C12)CN1CCCCC1)C)=O (methyl-(7-piperidin-1-ylmethyl-chroman-4-yl)-carbamic acid tert-butyl ester). Conditions: time 4 hour. The reactants are C(C)(C)(C)OC(N(C)C1CCOC2=CC(=CC=C12)C=O)=O ((7-formyl-chroman-4-yl)-methyl-carbamic acid tert-butyl ester), N1CCCCC1 (piperidine), [BH-](OC(=O)C)(OC(=O)C)OC(=O)C.[Na+] (NaBH(OAc)3), CC(=O)O (HOAc). Reactants: C[N+]1([O-])CCOCC1, CCC[N+](CCC)(CCC)CCC, ClCCl, O=[Ru](=O)(=O)[O-], CCOC(=O)c1ccc(C(O)C(C)C)cc1. The product is CCOC(=O)c1ccc(C(=O)C(C)C)cc1. RXN SMILES: [CH3:17][N+:18]1([O-:19])[CH2:20][CH2:21][O:22][CH2:23][CH2:24]1.[CH3:33][CH2:34][CH2:35][N+:36]([CH2:37][CH2:38][CH3:39])([CH2:40][CH2:41][CH3:42])[CH2:43][CH2:44][CH3:45].[Cl:25][CH2:26][Cl:27].[O-:28][Ru:29](=[O:30])(=[O:31])=[O:32].[OH:1][CH:2]([CH:3]([CH3:4])[CH3:5])[c:6]1[cH:7][cH:8][c:9]([C:10](=[O:11])[O:12][CH2:13][CH3:14])[cH:15][cH:16]1>>[O:1]=[C:2]([CH:3]([CH3:4])[CH3:5])[c:6]1[cH:7][cH:8][c:9]([C:10](=[O:11])[O:12][CH2:13][CH3:14])[cH:15][cH:16]1.